From a dataset of the Open Reaction Database (ORD), a public repository of structured organic reaction records. describe an organic reaction: reactants, conditions, products, and yield Starting materials: CN1C(=NC2=C1C=CC(=C2)N(CC(=O)OCC)S(=O)(=O)C)CCC2=CC=C(C=C2)C(N)=N (1-methyl-2-[2-(4-amidinophenyl)-ethyl]-5-[N-(ethoxycarbonylmethyl)-methanesulphonylamino]-benzimidazole), [OH-].[Na+] (sodium hydroxide). Product: CN1C(=NC2=C1C=CC(=C2)N(CC(=O)O)S(=O)(=O)C)CCC2=CC=C(C=C2)C(N)=N (1-methyl-2-[2-(4-amidinophenyl)-ethyl]-5-[N-(hydroxycarbonylmethyl)-methanesulphonylamino]-benzimidazole). As a reaction SMILES: [CH3:1][N:2]1[C:6]2[CH:7]=[CH:8][C:9]([N:11]([S:18]([CH3:21])(=[O:20])=[O:19])[CH2:12][C:13]([O:15]CC)=[O:14])=[CH:10][C:5]=2[N:4]=[C:3]1[CH2:22][CH2:23][C:24]1[CH:29]=[CH:28][C:27]([C:30](=[NH:32])[NH2:31])=[CH:26][CH:25]=1.[OH-].[Na+]>>[CH3:1][N:2]1[C:6]2[CH:7]=[CH:8][C:9]([N:11]([S:18]([CH3:21])(=[O:20])=[O:19])[CH2:12][C:13]([OH:15])=[O:14])=[CH:10][C:5]=2[N:4]=[C:3]1[CH2:22][CH2:23][C:24]1[CH:25]=[CH:26][C:27]([C:30](=[NH:31])[NH2:32])=[CH:28][CH:29]=1 |f:1.2|. Procedure details: Prepared analogously to Example 3 from 1-methyl-2-[2-(4-amidinophenyl)-ethyl]-5-[N-(ethoxycarbonylmethyl)-methanesulphonylamino]-benzimidazole and sodium hydroxide solution. Starting materials: C1COCCO1, OB(O)c1ccnc(Cl)c1, COc1ccc(Cl)cc1I, [Na+], [Na+], O=C([O-])[O-], O, c1ccc(P(c2ccccc2)(c2ccccc2)[Pd](P(c2ccccc2)(c2ccccc2)c2ccccc2)(P(c2ccccc2)(c2ccccc2)c2ccccc2)P(c2ccccc2)(c2ccccc2)c2ccccc2)cc1. The product is COc1ccc(Cl)cc1-c1ccnc(Cl)c1. RXN SMILES: [CH2:27]1[O:28][CH2:29][CH2:30][O:31][CH2:32]1.[Cl:11][c:12]1[n:13][cH:14][cH:15][c:16]([B:18]([OH:19])[OH:20])[cH:17]1.[Cl:1][c:2]1[cH:3][c:4]([I:10])[c:5]([O:8][CH3:9])[cH:6][cH:7]1.[Na+:21].[Na+:22].[O-:23][C:24](=[O:25])[O-:26].[OH2:110].[cH:33]1[cH:34][cH:35][c:36]([P:37]([Pd:38]([P:39]([c:40]2[cH:41][cH:42][cH:43][cH:44][cH:45]2)([c:46]2[cH:47][cH:48][cH:49][cH:50][cH:51]2)[c:52]2[cH:53][cH:54][cH:55][cH:56][cH:57]2)([P:58]([c:59]2[cH:60][cH:61][cH:62][cH:63][cH:64]2)([c:65]2[cH:66][cH:67][cH:68][cH:69][cH:70]2)[c:71]2[cH:72][cH:73][cH:74][cH:75][cH:76]2)[P:77]([c:78]2[cH:79][cH:80][cH:81][cH:82][cH:83]2)([c:84]2[cH:85][cH:86][cH:87][cH:88][cH:89]2)[c:90]2[cH:91][cH:92][cH:93][cH:94][cH:95]2)([c:96]2[cH:97][cH:98][cH:99][cH:100][cH:101]2)[c:102]2[cH:103][cH:104][cH:105][cH:106][cH:107]2)[cH:108][cH:109]1>>[Cl:1][c:2]1[cH:3][c:4](-[c:16]2[cH:15][cH:14][n:13][c:12]([Cl:11])[cH:17]2)[c:5]([O:8][CH3:9])[cH:6][cH:7]1. Starting materials: CO, CCOC(=O)CN1C(=O)C(N)C(c2ccccc2)Sc2cc(Cl)ccc21, N. Product: NC(=O)CN1C(=O)C(N)C(c2ccccc2)Sc2cc(Cl)ccc21. As a reaction SMILES: [CH3:28][OH:29].[NH2:1][CH:2]1[CH:3]([c:21]2[cH:22][cH:23][cH:24][cH:25][cH:26]2)[S:4][c:5]2[c:6]([cH:16][cH:17][c:18]([Cl:20])[cH:19]2)[N:7]([CH2:10][C:11](=[O:12])[O:13][CH2:14][CH3:15])[C:8]1=[O:9].[NH3:27]>>[NH2:1][CH:2]1[CH:3]([c:21]2[cH:22][cH:23][cH:24][cH:25][cH:26]2)[S:4][c:5]2[c:6]([cH:16][cH:17][c:18]([Cl:20])[cH:19]2)[N:7]([CH2:10][C:11](=[O:12])[NH2:27])[C:8]1=[O:9]. Reactants: FC1=CC=C(C=C1)C(C1CCNCC1)C1=CC=C(C=C1)F (4-[bis(4-fluorophenyl)methyl]piperidine), ClCCCOC1=C(C=C(C=C1)C(C)=O)OC (1-chloro-3-(4-acetyl-2-methoxyphenoxy)propane), C([O-])(O)=O.[Na+] (sodium bicarbonate), [I-].[K+] (potassium iodide), C(\C=C\C(=O)O)(=O)O (fumaric acid). The solvent is C(CCC)O (1-butanol), CO (methanol), CCOCC (ether), CCOCC (ether), CCOCC (ether). Yields the product C(\C=C\C(=O)O)(=O)O.FC1=CC=C(C=C1)C(C1CCN(CC1)CCCOC1=C(C=C(C=C1)C(C)=O)OC)C1=CC=C(C=C1)F (1-[4-[3-[4-[Bis(4-fluorophenyl)methyl]-1-piperidinyl]propoxy]-3-methoxyphenyl]ethanone fumarate). RXN SMILES: [F:1][C:2]1[CH:7]=[CH:6][C:5]([CH:8]([C:15]2[CH:20]=[CH:19][C:18]([F:21])=[CH:17][CH:16]=2)[CH:9]2[CH2:14][CH2:13][NH:12][CH2:11][CH2:10]2)=[CH:4][CH:3]=1.Cl[CH2:23][CH2:24][CH2:25][O:26][C:27]1[CH:32]=[CH:31][C:30]([C:33](=[O:35])[CH3:34])=[CH:29][C:28]=1[O:36][CH3:37].C(=O)(O)[O-].[Na+].[I-].[K+].[C:45]([OH:52])(=[O:51])/[CH:46]=[CH:47]/[C:48]([OH:50])=[O:49]>C(O)CCC.CCOCC.CO>[C:45]([OH:52])(=[O:51])/[CH:46]=[CH:47]/[C:48]([OH:50])=[O:49].[F:21][C:18]1[CH:17]=[CH:16][C:15]([CH:8]([C:5]2[CH:6]=[CH:7][C:2]([F:1])=[CH:3][CH:4]=2)[CH:9]2[CH2:14][CH2:13][N:12]([CH2:23][CH2:24][CH2:25][O:26][C:27]3[CH:32]=[CH:31][C:30]([C:33](=[O:35])[CH3:34])=[CH:29][C:28]=3[O:36][CH3:37])[CH2:11][CH2:10]2)=[CH:20][CH:19]=1 |f:2.3,4.5,10.11|. Reported procedure: A mixture of 58.26 g (0.203 mole) of 4-[bis(4-fluorophenyl)methyl]piperidine, 54.5 g (0.225 mole) of 1-chloro-3-(4-acetyl-2-methoxyphenoxy)propane, 18.7 g (0.223 mole) of sodium bicarbonate and 1.2 g (0.0072 mole) of potassium iodide in 800 ml of 1-butanol was refluxed for 16 hr. The hot reaction mixture was filtered, and the solvent was removed in vacuo from the filtrate. The residue was partitioned between methylene chloride and dilute sodium hydroxide. The methylene chloride solution was drie... Reactants: CCCC(C)C (isohexane), FC(OC1=C(N)C=CC=C1)F (2-difluoromethoxyaniline), product, C1(=CC=CC=C1)OC1=CC=CC=C1 (diphenylether). The solvent is C(C)#N (acetonitrile). Product: FC(OC=1C=CC=C2C(=CC=NC12)O)F (8-(difluoromethoxy)-4-quinolinol). Reaction SMILES: [F:1][CH:2]([F:11])[O:3][C:4]1[CH:10]=[CH:9][CH:8]=[CH:7][C:5]=1[NH2:6].[C:12]1([O:18]C2C=CC=CC=2)C=CC=[CH:14][CH:13]=1.CCCC(C)C>C(#N)C>[F:1][CH:2]([F:11])[O:3][C:4]1[CH:10]=[CH:9][CH:8]=[C:7]2[C:5]=1[N:6]=[CH:14][CH:13]=[C:12]2[OH:18]. Procedure: 2-difluoromethoxyaniline (7.63 g) and the product from step a) were stirred in acetonitrile (100 ml) overnight. The solvent was removed by evaporation and the solid triturated with 4:1 isohexane/diethyl ether (200 ml) before filtering to give a light green solid. The solid was added portionwise to refluxing diphenylether (120 ml) and continued heating for a further 10 minutes before cooling. The solution was poured into isohexane (600 ml) and the solid filtered off to give the title compound (12...